Dataset: the Open Reaction Database (ORD), a public repository of structured organic reaction records. Task: describe an organic reaction: reactants, conditions, products, and yield The reactants are [N+](=O)([O-])C1=CC=C2NC=C(C[C@H](N)C(=O)N)C2=C1 (5-nitrotryptophan amide), SnCl2 dihydrate, C1(CCCCC1)N1C(=NC2=C1C=CC(=C2)C(=O)O)C2=COC=C2 (1-Cyclohexyl-2-furan-3-yl-1H-benzoimidazole-5-carboxylic acid), amine. Product: NC=1C=C2C(=CNC2=CC1)C[C@@H](C(N)=O)NC(=O)C1=CC2=C(N(C(=N2)C2=COC=C2)C2CCCCC2)C=C1 (1-Cyclohexyl-2-furan-3-yl-1H-benzimidazole-5-carboxylic acid [(S)-2-(5-amino-1H-indol-3-yl)-1-carbamoyl-ethyl]-amide). Reaction SMILES: [N+:1]([C:4]1[CH:18]=[C:17]2[C:7]([NH:8][CH:9]=[C:10]2[CH2:11][C@@H:12]([C:14]([NH2:16])=[O:15])[NH2:13])=[CH:6][CH:5]=1)([O-])=O.[CH:19]1([N:25]2[C:29]3[CH:30]=[CH:31][C:32]([C:34](O)=[O:35])=[CH:33][C:28]=3[N:27]=[C:26]2[C:37]2[CH:41]=[CH:40][O:39][CH:38]=2)[CH2:24][CH2:23][CH2:22][CH2:21][CH2:20]1>>[NH2:1][C:4]1[CH:18]=[C:17]2[C:7](=[CH:6][CH:5]=1)[NH:8][CH:9]=[C:10]2[CH2:11][C@H:12]([NH:13][C:34]([C:32]1[CH:31]=[CH:30][C:29]2[N:25]([CH:19]3[CH2:24][CH2:23][CH2:22][CH2:21][CH2:20]3)[C:26]([C:37]3[CH:41]=[CH:40][O:39][CH:38]=3)=[N:27][C:28]=2[CH:33]=1)=[O:35])[C:14](=[O:15])[NH2:16]. Procedure: The 5-nitrotryptophan amide derivative of example 53 was coupled to the carboxylic acid of example 2 in the usual manner. The nitro group was then reduced to the corresponding amine using SnCl2 dihydrate as described in example 48, to give the title compound of example 54 after purification by preparative C18 reversed-phase HPLC. The reactants are CNC(=O)C1CCC(COc2ccc(CC(C)=O)cc2)O1, NCC(O)c1cccc(Cl)c1. Yields the product CNC(=O)C1CCC(COc2ccc(CC(C)NCC(O)c3cccc(Cl)c3)cc2)O1. RXN SMILES: [CH2:1]([C:2](=[O:3])[CH3:4])[c:5]1[cH:6][cH:7][c:8]([O:9][CH2:10][CH:11]2[CH2:12][CH2:13][CH:14]([C:16](=[O:17])[NH:18][CH3:19])[O:15]2)[cH:20][cH:21]1.[OH:22][CH:23]([CH2:24][NH2:25])[c:26]1[cH:27][c:28]([Cl:32])[cH:29][cH:30][cH:31]1>>[CH2:1]([CH:2]([CH3:4])[NH:25][CH2:24][CH:23]([OH:22])[c:26]1[cH:27][c:28]([Cl:32])[cH:29][cH:30][cH:31]1)[c:5]1[cH:6][cH:7][c:8]([O:9][CH2:10][CH:11]2[CH2:12][CH2:13][CH:14]([C:16](=[O:17])[NH:18][CH3:19])[O:15]2)[cH:20][cH:21]1. Reactants: CCOc1ccc(C(O)c2cc(Br)ccc2Cl)c(F)c1F, CC[SiH](CC)CC, [K+], [OH-]. Product: CCOc1ccc(Cc2cc(Br)ccc2Cl)c(F)c1F. RXN SMILES: [Br:1][c:2]1[cH:3][cH:4][c:5]([Cl:21])[c:6]([CH:8]([OH:9])[c:10]2[c:11]([F:20])[c:12]([F:19])[c:13]([O:16][CH2:17][CH3:18])[cH:14][cH:15]2)[cH:7]1.[CH2:22]([SiH:23]([CH2:24][CH3:25])[CH2:26][CH3:27])[CH3:28].[K+:30].[OH-:29]>>[Br:1][c:2]1[cH:3][cH:4][c:5]([Cl:21])[c:6]([CH2:8][c:10]2[c:11]([F:20])[c:12]([F:19])[c:13]([O:16][CH2:17][CH3:18])[cH:14][cH:15]2)[cH:7]1. Reactants: [OH-].[Na+] (sodium hydroxide), C(C)(C)(C)OC(NCC=1C(=NC(=CC1)N1CC(CC1)(C(F)(F)F)C1=CC(=C(C(=C1)Cl)Cl)Cl)C)=O (t-Butyl({2-methyl-6-[3-(3,4,5-trichlorophenyl)-3-(trifluoromethyl)pyrrolidin-1-yl]-pyridin-3-yl}methyl)carbamate), C(C)O (ethanol), Cl (hydrochloric acid). The solvent is O (water). Reaction conditions: temperature 50 celsius. The product is CC1=NC(=CC=C1CN)N1CC(CC1)(C(F)(F)F)C1=CC(=C(C(=C1)Cl)Cl)Cl ({2-methyl-6-[3-(3,4,5-trichlorophenyl)-3-(trifluoromethyl)pyrrolidin-1-yl]pyridin-3-yl}methanamine). Yield: 77.6%. RXN SMILES: C(OC(=O)[NH:7][CH2:8][C:9]1[C:10]([CH3:33])=[N:11][C:12]([N:15]2[CH2:19][CH2:18][C:17]([C:24]3[CH:29]=[C:28]([Cl:30])[C:27]([Cl:31])=[C:26]([Cl:32])[CH:25]=3)([C:20]([F:23])([F:22])[F:21])[CH2:16]2)=[CH:13][CH:14]=1)(C)(C)C.C(O)C.Cl.[OH-].[Na+]>O>[CH3:33][C:10]1[C:9]([CH2:8][NH2:7])=[CH:14][CH:13]=[C:12]([N:15]2[CH2:19][CH2:18][C:17]([C:24]3[CH:25]=[C:26]([Cl:32])[C:27]([Cl:31])=[C:28]([Cl:30])[CH:29]=3)([C:20]([F:22])([F:23])[F:21])[CH2:16]2)[N:11]=1 |f:3.4|. Procedure: t-Butyl({2-methyl-6-[3-(3,4,5-trichlorophenyl)-3-(trifluoromethyl)pyrrolidin-1-yl]-pyridin-3-yl}methyl)carbamate (0.95 g) was added to ethanol (25 ml) and then to the solution was added conc. hydrochloric acid (5 ml) in small portions at room temperature, and then heated at 50° C. for 3 hours. After cooling the mixture to the room temperature, the reaction mixture was diluted with water (100 ml). The pH was adjusted to 11 by using an aqueous solution of sodium hydroxide and the solution was extr... Reactants: CCN=C=S, CC#N, CN(C)CCN1C(=O)c2cccc3cc4cccc(N)c4c(c23)C1=O. Yields the product CCNC(=S)Nc1cccc2cc3cccc4c3c(c12)C(=O)N(CCN(C)C)C4=O. As a reaction SMILES: [CH2:26]([CH3:27])[N:28]=[C:29]=[S:30].[CH3:31][C:32]#[N:33].[NH2:1][c:2]1[cH:3][cH:4][cH:5][c:6]2[cH:7][c:8]3[c:9]4[c:10]([cH:23][cH:24][cH:25]3)[C:11](=[O:22])[N:12]([CH2:17][CH2:18][N:19]([CH3:20])[CH3:21])[C:13](=[O:16])[c:14]4[c:15]12>>[NH:1]([c:2]1[cH:3][cH:4][cH:5][c:6]2[cH:7][c:8]3[c:9]4[c:10]([cH:23][cH:24][cH:25]3)[C:11](=[O:22])[N:12]([CH2:17][CH2:18][N:19]([CH3:20])[CH3:21])[C:13](=[O:16])[c:14]4[c:15]12)[C:29]([NH:28][CH2:26][CH3:27])=[S:30]. Reactants: 2,6-difluorostannane, 2,6-difluorostannane, BrC=1C=C2[C@H]3[C@@H](N4C2=C(C1)C(NCC4)=O)CCN(C3)C(=O)OC(C)(C)C (tert-butyl (±)-cis-6-bromo-4-oxo-1,2,3,4,7b,10,11,11a-octahydro[1,4]diazepino[6,7,1-hi]pyrido[4,3-b]indol-9(8H)-carboxylate), C1(=CC=CC=C1)P(C1=CC=CC=C1)C1=CC=CC=C1 (triphenylphosphine), FC1=C(C(=CC=C1)F)[SnH3] (2,6-difluorophenylstannane), [OH-].[NH4+] (ammonium hydroxide), FC(C(=O)O)(F)F (trifluoroacetic acid). Reagents/catalysts: [Cu]Br (copper (1) bromide), Cl[Pd]([P](C1=CC=CC=C1)(C2=CC=CC=C2)C3=CC=CC=C3)([P](C4=CC=CC=C4)(C5=CC=CC=C5)C6=CC=CC=C6)Cl (dichlorobis(triphenylphosphine)palladium). Solvent: CN(C=O)C (N,N-dimethylformamide), C(C)(=O)OCC (ethyl acetate), CN(C=O)C (N,N-dimethylformamide), C(Cl)(Cl)Cl (chloroform), CN(C=O)C (N,N-dimethylformamide), CN(C=O)C (N,N-dimethylformamide). Conditions: temperature 60 celsius, time 10 minute. The product is FC1=C(C(=CC=C1)F)C=1C=C2[C@H]3[C@@H](N4C2=C(C1)CNCC4)CCNC3 ((±)-cis-6-(2,6-difluorophenyl)-1,2,3,4,7b,8,9,10,11,11a-decahydro[1,4]diazepino[6,7,1-hi]pyrido[4,3-b]indole). Isolated yield 5.2%. As a reaction SMILES: Br[C:2]1[CH:3]=[C:4]2[C:8]3=[C:9]([C:11](=O)[NH:12][CH2:13][CH2:14][N:7]3[C@H:6]3[CH2:16][CH2:17][N:18](C(OC(C)(C)C)=O)[CH2:19][C@@H:5]23)[CH:10]=1.C1(P(C2C=CC=CC=2)C2C=CC=CC=2)C=CC=CC=1.[F:46][C:47]1[CH:52]=[CH:51][CH:50]=[C:49]([F:53])[C:48]=1[SnH3].FC(F)(F)C(O)=O.[OH-].[NH4+]>CN(C)C=O.C(OCC)(=O)C.C(Cl)(Cl)Cl.[Cu]Br.Cl[Pd](Cl)([P](C1C=CC=CC=1)(C1C=CC=CC=1)C1C=CC=CC=1)[P](C1C=CC=CC=1)(C1C=CC=CC=1)C1C=CC=CC=1>[F:46][C:47]1[CH:52]=[CH:51][CH:50]=[C:49]([F:53])[C:48]=1[C:2]1[CH:3]=[C:4]2[C:8]3=[C:9]([CH2:11][NH:12][CH2:13][CH2:14][N:7]3[C@H:6]3[CH2:16][CH2:17][NH:18][CH2:19][C@@H:5]23)[CH:10]=1 |f:4.5,^1:83,102|. Procedure: tert-butyl (±)-cis-6-bromo-4-oxo-1,2,3,4,7b,10,11,11a-octahydro[1,4]diazepino[6,7,1-hi]pyrido[4,3-b]indol-9(8H)-carboxylate (500 mg, 1.19 mmol), triphenylphosphine (62 mg, 0.238 mmol), copper (1) bromide (34 mg, 0.238 mmol), and dichlorobis(triphenylphosphine)palladium (II) were dissolved in anhydrous N,N-dimethylformamide (20 ml) and degassed under nitrogen and stirred for 10 minutes. Then 2,6-difluorophenylstannane (1.5 eq, 497 mg) in anhydrous N,N-dimethylformamide (5 ml) was added via cannul...